From a dataset of the Open Reaction Database (ORD), a public repository of structured organic reaction records. describe an organic reaction: reactants, conditions, products, and yield Reactants: O=C([O-])[O-], CS(C)=O, Oc1ccc(C(F)(F)F)cc1Cl, COC(=O)c1cc(F)ccc1[N+](=O)[O-], [K+], [K+]. The product is COC(=O)c1cc(Oc2ccc(C(F)(F)F)cc2Cl)ccc1[N+](=O)[O-]. As a reaction SMILES: [C:13](=[O:14])([O-:15])[O-:16].[CH3:33][S:34](=[O:35])[CH3:36].[Cl:1][c:2]1[c:3]([OH:12])[cH:4][cH:5][c:6]([C:8]([F:9])([F:10])[F:11])[cH:7]1.[F:19][c:20]1[cH:21][cH:22][c:23]([N+:30](=[O:31])[O-:32])[c:24]([C:25](=[O:26])[O:27][CH3:28])[cH:29]1.[K+:17].[K+:18]>>[Cl:1][c:2]1[c:3]([O:12][c:20]2[cH:21][cH:22][c:23]([N+:30](=[O:31])[O-:32])[c:24]([C:25](=[O:26])[O:27][CH3:28])[cH:29]2)[cH:4][cH:5][c:6]([C:8]([F:9])([F:10])[F:11])[cH:7]1.